This data is from the Open Reaction Database (ORD), a public repository of structured organic reaction records. The task is: describe an organic reaction: reactants, conditions, products, and yield Starting materials: ClP1N(P(N1C(C)(C)C)Cl)C(C)(C)C (2,4-dichloro-1,3-di-tert-butyl-1,3,2,4-diazadiphosphetidine), C(C)(C)C1=C(C(=CC=C1)C(C)C)O (2,6-diisopropylphenol). Run in C(C)N(CC)CC (triethylamine). Product: C(C)(C)C1=C(OP2N(P(N2C(C)(C)C)OC2=C(C=CC=C2C(C)C)C(C)C)C(C)(C)C)C(=CC=C1)C(C)C (2,4-Di(2,6-diisopropylphenoxy)-1,3-di-tert-butyl-1,3,2,4-diazadiphosphetidine). As a reaction SMILES: Cl[P:2]1[N:5]([C:6]([CH3:9])([CH3:8])[CH3:7])[P:4](Cl)[N:3]1[C:11]([CH3:14])([CH3:13])[CH3:12].[CH:15]([C:18]1[CH:23]=[CH:22][CH:21]=[C:20]([CH:24]([CH3:26])[CH3:25])[C:19]=1[OH:27])([CH3:17])[CH3:16]>C(N(CC)CC)C>[CH:24]([C:20]1[CH:21]=[CH:22][CH:23]=[C:18]([CH:15]([CH3:17])[CH3:16])[C:19]=1[O:27][P:2]1[N:5]([C:6]([CH3:9])([CH3:8])[CH3:7])[P:4]([O:27][C:19]2[C:20]([CH:24]([CH3:25])[CH3:26])=[CH:21][CH:22]=[CH:23][C:18]=2[CH:15]([CH3:17])[CH3:16])[N:3]1[C:11]([CH3:14])([CH3:13])[CH3:12])([CH3:26])[CH3:25]. Reported procedure: The procedure of Example 1 is repeated using 2,4-dichloro-1,3-di-tert-butyl-1,3,2,4-diazadiphosphetidine, 2,6-diisopropylphenol and triethylamine to give the title compound. Starting materials: C(C)(=O)N1CCN(CC1)CCCOC1=CC=C(C=C1)C1=CCN(CC1)C(=O)OCC1=CC=CC=C1 (Benzyl 4-[4-[3-(4-acetylpiperazin-1-yl)propoxy]phenyl]-5,6-dihydropyridine-1(2H)-carboxylate). Reagents/catalysts: [Pd] (palladium on carbon). Solvent: C(C)(C)O (iso-propanol), CO (methanol), C(Cl)Cl (DCM). Product: N (ammonia), C(C)(=O)N1CCN(CC1)CCCOC1=CC=C(C=C1)C1CCNCC1 (4-[4-[3-(4-acetylpiperazin-1-yl)propoxy]phenyl]piperidine). The yield is 152.9%. Reaction SMILES: [C:1]([N:4]1[CH2:9][CH2:8][N:7]([CH2:10][CH2:11][CH2:12][O:13][C:14]2[CH:19]=[CH:18][C:17]([C:20]3[CH2:25][CH2:24][N:23](C(OCC4C=CC=CC=4)=O)[CH2:22][CH:21]=3)=[CH:16][CH:15]=2)[CH2:6][CH2:5]1)(=[O:3])[CH3:2]>[Pd].C(O)(C)C.CO.C(Cl)Cl>[NH3:4].[C:1]([N:4]1[CH2:9][CH2:8][N:7]([CH2:10][CH2:11][CH2:12][O:13][C:14]2[CH:15]=[CH:16][C:17]([CH:20]3[CH2:25][CH2:24][NH:23][CH2:22][CH2:21]3)=[CH:18][CH:19]=2)[CH2:6][CH2:5]1)(=[O:3])[CH3:2]. Reported procedure: Benzyl 4-[4-[3-(4-acetylpiperazin-1-yl)propoxy]phenyl]-5,6-dihydropyridine-1(2H)-carboxylate (17 g, 35.59 mmol) and 5% palladium on carbon (3.37 g, 31.68 mmol) in iso-propanol (170 mL) were stirred under an atmosphere of hydrogen at 5 bar and 40° C. for 2 hours. The reaction mixture was filtered through diatomaceous earth, washing through with iso-propanol. The combined organics were evaporated to dryness to give crude product, which was purified by silica gel chromatography eluting with 0-10% M... The reactants are C1(=CC=CC=C1)SC=1C(C2=CC=CC=C2C(C1C)=O)=O (2-phenylthio-3-methyl-1,4-naphthoquinone), C1=CCC=CC1 (1,4-cyclohexadiene), O1CCCC1 (tetrahydrofuran), C(C)(=O)OC(C)=O (acetic anhydride), CN(C)C1=NC=CC=C1 (dimethylaminopyridine), O1CCCC1 (tetrahydrofuran). The reagents and catalysts are [Pd] (palladium on charcoal). Solvent: N1=CC=CC=C1 (pyridine). Conditions: time 8 hour. Product: C1(=CC=CC=C1)SC1=C(C2=CC=CC=C2C(=C1C)OC(C)=O)OC(C)=O (2-phenylthio-3-methyl-1,4-diacetoxynaphthalene). RXN SMILES: [C:1]1([S:7][C:8]2[C:9](=[O:20])[C:10]3[C:15]([C:16](=[O:19])[C:17]=2[CH3:18])=[CH:14][CH:13]=[CH:12][CH:11]=3)[CH:6]=[CH:5][CH:4]=[CH:3][CH:2]=1.C1CC=CCC=1.[C:27](OC(=O)C)(=[O:29])[CH3:28].CN(C1C=CC=CN=1)C.[O:43]1CC[CH2:45][CH2:44]1>[Pd].N1C=CC=CC=1>[C:1]1([S:7][C:8]2[C:17]([CH3:18])=[C:16]([O:19][C:27](=[O:29])[CH3:28])[C:15]3[C:10](=[CH:11][CH:12]=[CH:13][CH:14]=3)[C:9]=2[O:20][C:44](=[O:43])[CH3:45])[CH:2]=[CH:3][CH:4]=[CH:5][CH:6]=1. Procedure: A solution of 2-phenylthio-3-methyl-1,4-naphthoquinone (28.0 g) and 10% palladium on charcoal (56 g) in tetrahydrofuran (1 L) was treated with 1,4-cyclohexadiene (80 mL), stirred overnight at room temperature. The mixture was then treated with a solution of acetic anhydride (40 mL), pyridine (40 mL) and dimethylaminopyridine (2.0 g) in tetrahydrofuran (100 mL), and stirred for 1 hour. Filtration to remove catalyst, followed by aqueous extraction workup as in Example 1, gave 2-phenylthio-3-methyl...